This data is from the Open Reaction Database (ORD), a public repository of structured organic reaction records. The task is: describe an organic reaction: reactants, conditions, products, and yield Yields the product BrC=1C=C(C(=NC1)NC=1SC=C(N1)CCC1=CC=CC=C1)OC1=CC=CC=C1 (N-(5-Bromo-3-phenoxypyridin-2-yl)-4-phenethylthiazol-2-amine). Starting materials: BrC=1C=C(C(=NC1)NC(=S)N)OC1=CC=CC=C1 (1-(5-bromo-3-phenoxypyridin-2-yl)thiourea), BrCC(CCC1=CC=CC=C1)=O (1-bromo-4-phenylbutan-2-one). Procedure: Prepared according to the method of Example 7 Step E from 1-(5-bromo-3-phenoxypyridin-2-yl)thiourea and 1-bromo-4-phenylbutan-2-one. 1H NMR (d6-DMSO) δ 8.26 (m, 1H), 7.45 (m, 3H), 7.31-7.11 (m, 81H), 6.74 (s, 1H), 2.92 (m, 4H). Mass spectrum (apci) m/z=452.3 (M+H). RXN SMILES: [Br:1][C:2]1[CH:3]=[C:4]([O:12][C:13]2[CH:18]=[CH:17][CH:16]=[CH:15][CH:14]=2)[C:5]([NH:8][C:9]([NH2:11])=[S:10])=[N:6][CH:7]=1.Br[CH2:20][C:21](=O)[CH2:22][CH2:23][C:24]1[CH:29]=[CH:28][CH:27]=[CH:26][CH:25]=1>>[Br:1][C:2]1[CH:3]=[C:4]([O:12][C:13]2[CH:14]=[CH:15][CH:16]=[CH:17][CH:18]=2)[C:5]([NH:8][C:9]2[S:10][CH:20]=[C:21]([CH2:22][CH2:23][C:24]3[CH:29]=[CH:28][CH:27]=[CH:26][CH:25]=3)[N:11]=2)=[N:6][CH:7]=1.